From a dataset of the Open Reaction Database (ORD), a public repository of structured organic reaction records. describe an organic reaction: reactants, conditions, products, and yield The reactants are C(C)(=O)O[C@@H]1[C@H]([C@H](OCCBr)O[C@@H]([C@H]1O[C@H]1[C@H](OC(C)=O)[C@@H](OC(C)=O)[C@@H](O[C@@H]2[C@H](OC(C)=O)[C@@H](OC(C)=O)[C@@H](OC(C)=O)[C@H](O2)COC(C)=O)[C@H](O1)COC(C)=O)COC(C)=O)N1C(C=2C(C1=O)=CC=CC2)=O (2-Bromoethyl 3,6-di-O-acetyl-2-deoxy-2-phthalimido-4-O-[2,3,6-tri-O-acetyl-4-O-(2,3,4,6-tetra-O-acetyl-α-D-galactopyranosyl)-β-D-galactopyranosyl]-β-D-glucopyranoside), C(CCCCCCCCCCCCCCCCC)S (octadecanethiol), C([O-])([O-])=O.[Cs+].[Cs+] (cesium carbonate). Run in CN(C=O)C (N,N-dimethylformamide). Product: C(C)(=O)O[C@@H]1[C@H]([C@H](OCCSCCCCCCCCCCCCCCCCCC)O[C@@H]([C@H]1O[C@H]1[C@H](OC(C)=O)[C@@H](OC(C)=O)[C@@H](O[C@@H]2[C@H](OC(C)=O)[C@@H](OC(C)=O)[C@@H](OC(C)=O)[C@H](O2)COC(C)=O)[C@H](O1)COC(C)=O)COC(C)=O)N1C(C=2C(C1=O)=CC=CC2)=O (2-(Octadecylthio)ethyl 3,6-di-O-acetyl-2-deoxy-2-phthalimido-4-O-[2,3,6-tri O-acetyl-4-O-(2,3,4,6-tetra-O-acetyl-α-D-galactopyranosyl)-β-D-galactopyranosyl]-β-D-glucopyranoside). Yield: 90.6%. Reaction SMILES: [C:1]([O:4][C@H:5]1[C@H:14]([O:15][C@@H:16]2[O:53][C@H:52]([CH2:54][O:55][C:56](=[O:58])[CH3:57])[C@H:27]([O:28][C@H:29]3[O:46][C@H:45]([CH2:47][O:48][C:49](=[O:51])[CH3:50])[C@H:40]([O:41][C:42](=[O:44])[CH3:43])[C@H:35]([O:36][C:37](=[O:39])[CH3:38])[C@H:30]3[O:31][C:32](=[O:34])[CH3:33])[C@H:22]([O:23][C:24](=[O:26])[CH3:25])[C@H:17]2[O:18][C:19](=[O:21])[CH3:20])[C@@H:13]([CH2:59][O:60][C:61](=[O:63])[CH3:62])[O:12][C@@H:7]([O:8][CH2:9][CH2:10]Br)[C@@H:6]1[N:64]1[C:68](=[O:69])[C:67]2=[CH:70][CH:71]=[CH:72][CH:73]=[C:66]2[C:65]1=[O:74])(=[O:3])[CH3:2].[CH2:75]([SH:93])[CH2:76][CH2:77][CH2:78][CH2:79][CH2:80][CH2:81][CH2:82][CH2:83][CH2:84][CH2:85][CH2:86][CH2:87][CH2:88][CH2:89][CH2:90][CH2:91][CH3:92].C(=O)([O-])[O-].[Cs+].[Cs+]>CN(C)C=O>[C:1]([O:4][C@H:5]1[C@H:14]([O:15][C@@H:16]2[O:53][C@H:52]([CH2:54][O:55][C:56](=[O:58])[CH3:57])[C@H:27]([O:28][C@H:29]3[O:46][C@H:45]([CH2:47][O:48][C:49](=[O:51])[CH3:50])[C@H:40]([O:41][C:42](=[O:44])[CH3:43])[C@H:35]([O:36][C:37](=[O:39])[CH3:38])[C@H:30]3[O:31][C:32](=[O:34])[CH3:33])[C@H:22]([O:23][C:24](=[O:26])[CH3:25])[C@H:17]2[O:18][C:19](=[O:21])[CH3:20])[C@@H:13]([CH2:59][O:60][C:61](=[O:63])[CH3:62])[O:12][C@@H:7]([O:8][CH2:9][CH2:10][S:93][CH2:75][CH2:76][CH2:77][CH2:78][CH2:79][CH2:80][CH2:81][CH2:82][CH2:83][CH2:84][CH2:85][CH2:86][CH2:87][CH2:88][CH2:89][CH2:90][CH2:91][CH3:92])[C@@H:6]1[N:64]1[C:68](=[O:69])[C:67]2=[CH:70][CH:71]=[CH:72][CH:73]=[C:66]2[C:65]1=[O:74])(=[O:3])[CH3:2] |f:2.3.4|. Procedure: Compound 78 (1.68 g, 1.5 mmol), octadecanethiol (0.81 g, 2.8 mmol), cesium carbonate (0.50 g, 1.53 mmol) and N,N-dimethylformamide (11 ml) were stirred at room temperature for 7.5 h and worked up as above for 79. The resulting residue was chromatographed (SiO2 -column, 5×18 cm; ethyl acetate:isooctane 2:1 followed by 4:1 and finally ethyl acetate) to give 80 (1.80 g, 91%). Crystallization from methanol gave an analytical sample with mp 150°-152°, [α]D21 +47° (c 0.6, chloroform). 1H-NMR (CDCl3, M... Starting materials: B(OC(C)C)(OC(C)C)OC(C)C (triisopropyl borate), Grignard reagent, BrC1=CC(=C(C=C1)F)F (1-bromo-3,4-difluorobenzene), [Mg] (magnesium), S(O)(O)(=O)=O (sulphuric acid). Run in O1CCCC1 (tetrahydrofuran), O1CCCC1 (tetrahydrofuran). Run at temperature -65 celsius, time 1 hour. Product: FC=1C=C(C=CC1F)OB(O)O (3,4-difluorophenylboric acid). RXN SMILES: Br[C:2]1[CH:7]=[CH:6][C:5]([F:8])=[C:4]([F:9])[CH:3]=1.[Mg].[B:11]([O:20]C(C)C)([O:16]C(C)C)[O:12]C(C)C.S(=O)(=O)(O)O>O1CCCC1>[F:9][C:4]1[CH:3]=[C:2]([O:12][B:11]([OH:20])[OH:16])[CH:7]=[CH:6][C:5]=1[F:8]. Procedure details: A Grignard reagent solution prepared from 46.8 g of 1-bromo-3,4-difluorobenzene and 6 g of magnesium in 150 ml of tetrahydrofuran is added dropwise at -65° C. under nitrogen to a solution of 72.8 ml of triisopropyl borate in 200 ml of tetrahydrofuran. The mixture is stirred at -65° C. for 1 hour, warmed to 14°-20° C., treated dropwise with 100 ml of 10 percent (v/v) sulphuric acid, left to stand overnight and the separated salt is filtered off. The aqueous phase of the filtrate is separated and ... The reactants are N1=CC(=CC=C1)C1=CC(=CC=2CCOC21)NC(OC2=CC=CC=C2)=O (Phenyl N-[2,3-dihydro-7-(pyrid-3-yl)benzofuran-5-yl]carbamate), COC=1C=C2CCNC2=CC1C(F)(F)F (5-methoxy-6-trifluoromethyl indoline). The solvent is CN(C)C=O (DMF). Product: N1=CC(=CC=C1)C1=CC(=CC=2CCOC21)NC(=O)N2CCC1=CC(=C(C=C21)C(F)(F)F)OC (1-[2,3-Dihydro-7-(pyrid-3-yl)benzofuran-5-ylcarbamoyl]-5-methoxy-6-trifluoromethyl Indoline). Yield: 25.6%. RXN SMILES: [N:1]1[CH:6]=[CH:5][CH:4]=[C:3]([C:7]2[C:15]3[O:14][CH2:13][CH2:12][C:11]=3[CH:10]=[C:9]([NH:16][C:17](=[O:25])OC3C=CC=CC=3)[CH:8]=2)[CH:2]=1.[CH3:26][O:27][C:28]1[CH:29]=[C:30]2[C:34](=[CH:35][C:36]=1[C:37]([F:40])([F:39])[F:38])[NH:33][CH2:32][CH2:31]2>CN(C=O)C>[N:1]1[CH:6]=[CH:5][CH:4]=[C:3]([C:7]2[C:15]3[O:14][CH2:13][CH2:12][C:11]=3[CH:10]=[C:9]([NH:16][C:17]([N:33]3[C:34]4[C:30](=[CH:29][C:28]([O:27][CH3:26])=[C:36]([C:37]([F:39])([F:40])[F:38])[CH:35]=4)[CH2:31][CH2:32]3)=[O:25])[CH:8]=2)[CH:2]=1. Procedure details: Phenyl N-[2,3-dihydro-7-(pyrid-3-yl)benzofuran-5-yl]carbamate (D65) (0.20 g, 0.00060 mole) in dry DMF (10 ml) was treated under argon with 5-methoxy-6-trifluoromethyl indoline (D11) (0.13 g, 0.00060 mole) and heated under reflux for 18 hours. The reaction was allowed to cool to ambient temperature and the solvent was removed in vacuo. The residue was dissolved in dichloromethane, washed with deionised water and 10% sodium hydroxide solution, dried (Na2SO4) and evaporated in vacuo. The resulting ... The reactants are C1(=CC=CC=C1)CCCCCS(=O)(=O)N1CC2=C(CC1)C=CO2 (6-(5-phenylpentylsulfonyl)-4,5,6,7-tetrahydrofuro[2,3-c]pyridine), CNC (dimethylamine), C=O (formaldehyde). Run in C(C)(=O)O (acetic acid). Conditions: temperature 100 celsius, time 1 hour. The product is CN(C)CC1=CC2=C(CN(CC2)S(=O)(=O)CCCCCC2=CC=CC=C2)O1 (N,N-dimethyl-[6-(5-phenylpentylsulfonyl)-4,5,6,7-tetrahydrofuro[2,3-c]pyridin-2-ylmethyl]amine). Reaction SMILES: [C:1]1([CH2:7][CH2:8][CH2:9][CH2:10][CH2:11][S:12]([N:15]2[CH2:20][CH2:19][C:18]3[CH:21]=[CH:22][O:23][C:17]=3[CH2:16]2)(=[O:14])=[O:13])[CH:6]=[CH:5][CH:4]=[CH:3][CH:2]=1.[CH3:24][NH:25][CH3:26].[CH2:27]=O>C(O)(=O)C>[CH3:24][N:25]([CH2:27][C:22]1[O:23][C:17]2[CH2:16][N:15]([S:12]([CH2:11][CH2:10][CH2:9][CH2:8][CH2:7][C:1]3[CH:6]=[CH:5][CH:4]=[CH:3][CH:2]=3)(=[O:14])=[O:13])[CH2:20][CH2:19][C:18]=2[CH:21]=1)[CH3:26]. Procedure: To a solution of 0.181 g (0.543 mmol) of 6-(5-phenylpentylsulfonyl)-4,5,6,7-tetrahydrofuro[2,3-c]pyridine in 20 ml of acetic acid, 59 mg (0.65 mmol) of 50% aqueous dimethylamine and 53 mg (0.65 mmol) of 37% aqueous formaldehyde were added, followed by stirring at 100° C. for 1 hour. After the solvent was distilled off under reduced pressure, the residual solution was alkalified with aqueous sodium hydroxide and extracted with dichloromethane 3 times. The combined organic layer was dried over anh... The reactants are ClC=1N=NC=C2C1N(C(=C2C)C)CC#C (7-chloro-2,3-dimethyl-1-(2-propynyl)pyrrolo[2,3-d]pyridazine), C(C1=CC=CC=C1)O (benzyl alcohol). Product: C(C1=CC=CC=C1)OC=1N=NC=C2C1N(C(=C2C)C)C=C=C (7-Benzyloxy-2,3-dimethyl-1-(propane-1,2-dienyl)pyrrolo[2,3-d]pyridazine). Yield: 37.6%. RXN SMILES: Cl[C:2]1[N:3]=[N:4][CH:5]=[C:6]2[C:10]([CH3:11])=[C:9]([CH3:12])[N:8]([CH2:13][C:14]#[CH:15])[C:7]=12.[CH2:16]([OH:23])[C:17]1[CH:22]=[CH:21][CH:20]=[CH:19][CH:18]=1>>[CH2:16]([O:23][C:2]1[N:3]=[N:4][CH:5]=[C:6]2[C:10]([CH3:11])=[C:9]([CH3:12])[N:8]([CH:13]=[C:14]=[CH2:15])[C:7]=12)[C:17]1[CH:22]=[CH:21][CH:20]=[CH:19][CH:18]=1. Reported procedure: The title compound was prepared as pale brown crystals in 37.6% yield in a similar procedure to that described in Example 44 by using 7-chloro-2,3-dimethyl-1-(2-propynyl)pyrrolo[2,3-d]pyridazine and benzyl alcohol.